Task: describe an organic reaction: reactants, conditions, products, and yield. Dataset: the Open Reaction Database (ORD), a public repository of structured organic reaction records Reactants: C(C1=CC=CC=C1)OC1=CC=C(C=C1)O (p-(benzyloxy)phenol), C[O-].[Na+] (sodium methoxide), BrC(C(=O)OCC)C (ethyl 2-bromopropionate). The solvent is CN(P(=O)(N(C)C)N(C)C)C (hexamethylphosphoramide). Reaction conditions: time 10 minute. Yields the product C(C1=CC=CC=C1)OC1=CC=C(OC(C(=O)OCC)C)C=C1 (Ethyl 2-[p-(benzyloxy)phenoxy]propionate). RXN SMILES: [CH2:1]([O:8][C:9]1[CH:14]=[CH:13][C:12]([OH:15])=[CH:11][CH:10]=1)[C:2]1[CH:7]=[CH:6][CH:5]=[CH:4][CH:3]=1.C[O-].[Na+].Br[CH:20]([CH3:26])[C:21]([O:23][CH2:24][CH3:25])=[O:22]>CN(C)P(N(C)C)(N(C)C)=O>[CH2:1]([O:8][C:9]1[CH:10]=[CH:11][C:12]([O:15][CH:20]([CH3:26])[C:21]([O:23][CH2:24][CH3:25])=[O:22])=[CH:13][CH:14]=1)[C:2]1[CH:3]=[CH:4][CH:5]=[CH:6][CH:7]=1 |f:1.2|. Procedure: To 20.0 g of p-(benzyloxy)phenol in 80 ml of dry hexamethylphosphoramide is added 5.4 g of sodium methoxide. The mixture is stirred 10 minutes and 18.1 g of ethyl 2-bromopropionate is added (exotherm). After 15 minutes the mixture is heated on a steam bath for 16 hours. The mixture is poured onto ice, extracted with ether, the ether extracts washed with water, dried over magnesium sulfate and concentrated in vacuo to give off-white crystals, mp 36°-44° C. Two recrystallizations from ethanol give... Reactants: CCCCCC (Hexane), N1=CC=C(C=C1)B(O)O (4-pyridinylboronic acid), BrC1=CC(=CC=C1)Br (1,3-dibromobenzene). Run in CCOC(=O)C (EtOAc). Product: BrC=1C=C(C=CC1)C1=CC=NC=C1 (4-(3-bromophenyl)pyridine). As a reaction SMILES: [N:1]1[CH:6]=[CH:5][C:4](B(O)O)=[CH:3][CH:2]=1.[Br:10][C:11]1[CH:16]=[CH:15][CH:14]=[C:13](Br)[CH:12]=1.CCCCCC>CCOC(C)=O>[Br:10][C:11]1[CH:12]=[C:13]([C:4]2[CH:5]=[CH:6][N:1]=[CH:2][CH:3]=2)[CH:14]=[CH:15][CH:16]=1. Reported procedure: Prepared according to the general procedure Coupling-1 using 4-pyridinylboronic acid and 1,3-dibromobenzene. Flash chromatography (Hexane:EtOAc, 70:30) afforded the title compound. Starting materials: C(O)([O-])=O.[Na+] (sodium hydrogen carbonate), COC=1C=C2C(=CC=NC2=CC1OC)OC1=CC=C(C=C1)N (6,7-Dimethoxy-4-(4-aminophenoxy)quinoline), COC1=C(N)C=CC(=C1)OC (2,4-Dimethoxyaniline), ClC(Cl)(OC(OC(Cl)(Cl)Cl)=O)Cl (triphosgene). The solvent is C1(=CC=CC=C1)C (toluene), C(C)N(CC)CC (triethylamine). Product: COC1=C(C=CC(=C1)OC)NC(=O)NC1=CC=C(C=C1)OC1=CC=NC2=CC(=C(C=C12)OC)OC (N-(2,4-Dimethoxyphenyl)-N'-{4-[(6,7-dimethoxy-4-quinolyl)oxy]phenyl}urea). Yield: 53.8%. RXN SMILES: [CH3:1][O:2][C:3]1[CH:4]=[C:5]2[C:10](=[CH:11][C:12]=1[O:13][CH3:14])[N:9]=[CH:8][CH:7]=[C:6]2[O:15][C:16]1[CH:21]=[CH:20][C:19]([NH2:22])=[CH:18][CH:17]=1.Cl[C:24](Cl)([O:26]C(=O)OC(Cl)(Cl)Cl)Cl.[CH3:35][O:36][C:37]1[CH:43]=[C:42]([O:44][CH3:45])[CH:41]=[CH:40][C:38]=1[NH2:39].C(=O)([O-])O.[Na+]>C1(C)C=CC=CC=1.C(N(CC)CC)C>[CH3:35][O:36][C:37]1[CH:43]=[C:42]([O:44][CH3:45])[CH:41]=[CH:40][C:38]=1[NH:39][C:24]([NH:22][C:19]1[CH:18]=[CH:17][C:16]([O:15][C:6]2[C:5]3[C:10](=[CH:11][C:12]([O:13][CH3:14])=[C:3]([O:2][CH3:1])[CH:4]=3)[N:9]=[CH:8][CH:7]=2)=[CH:21][CH:20]=1)=[O:26] |f:3.4|. Procedure details: 6,7-Dimethoxy-4-(4-aminophenoxy)quinoline (51 mg) was dissolved in toluene (5 ml) with heat, after the addition of triethylamine (1 ml), triphosgene (72 mg) was added, and the admixture was refluxed with heat for 3 minutes. 2,4-Dimethoxyaniline (60 mg) was added to the reaction mixture, and the admixture was refluxed with heat for 11 minutes. After the addition of aqueous sodium hydrogen carbonate, the reaction mixture was extracted 2 times with ethyl acetate, and the organic layer was then wash... The reactants are BrC(C(=O)O)CC(C)C (2-bromo-4-methylpentanoic acid), [N+](=[N-])=C (diazomethane). The solvent is C(Cl)Cl (CH2Cl2). Run at time 0.25 hour. Product: BrC(C(=O)OC)CC(C)C (methyl 2-bromo-4-methylpentanoate). Reaction SMILES: [Br:1][CH:2]([CH2:6][CH:7]([CH3:9])[CH3:8])[C:3]([OH:5])=[O:4].[N+](=[CH2:12])=[N-]>C(Cl)Cl>[Br:1][CH:2]([CH2:6][CH:7]([CH3:9])[CH3:8])[C:3]([O:5][CH3:12])=[O:4]. Reported procedure: To a solution of 2-bromo-4-methylpentanoic acid (9.86 mmol, 1.31 g) in CH2Cl2 (100 mL), was added slowly a solution of diazomethane until no bubbles appears. The mixture was stirred at r.t. for 0.25 h. The volatiles were removed under reduced pressure to leave a yellow liquid. The crude methyl ester was used without further purification. Reactants: BrC=1C=C2C(C3=C(C=NC(=C3)Cl)OC2=CC1)(O)C=C (7-bromo-3-chloro-5-vinyl-5H-chromeno[2,3-c]pyridin-5-ol), CO (methanol), S(O)(O)(=O)=O (sulfuric acid). Conditions: temperature 50 celsius. Product: crude material, BrC=1C=C2C(C3=C(C=NC(=C3)Cl)OC2=CC1)=CCOC (7-bromo-3-chloro-5-(2-methoxyethylidene)-5H-chromeno[2,3-c]pyridine). Yield: 92.3%. Reaction SMILES: [Br:1][C:2]1[CH:3]=[C:4]2[C:14](=[CH:15][CH:16]=1)[O:13][C:7]1[CH:8]=[N:9][C:10]([Cl:12])=[CH:11][C:6]=1[C:5]2([CH:18]=[CH2:19])O.[CH3:20][OH:21].S(=O)(=O)(O)O>>[Br:1][C:2]1[CH:3]=[C:4]2[C:14](=[CH:15][CH:16]=1)[O:13][C:7]1[CH:8]=[N:9][C:10]([Cl:12])=[CH:11][C:6]=1[C:5]2=[CH:18][CH2:19][O:21][CH3:20]. Reported procedure: To a sealed vessel was added 7-bromo-3-chloro-5-vinyl-5H-chromeno[2,3-c]pyridin-5-ol (2.50 g, 7.38 mmol), methanol (59.8 mL, 1477 mmol) and sulfuric acid (0.2M in water) (3.70 mL, 0.74 mmol). The clear solution was heated to 50° C. over the weekend. The reaction mixture became light yellow heterogenous. The solvent was removed by rotovap and the residue was diluted with 125 mL of EtOAc. The organic solution was washed with saturated aqueous NaHCO3 and brine, dried over MgSO4, filtered and concen... Reactants: C1(=CC=CC=C1)C=1NC2=CC=CC=C2C1C(=O)C1CNCCC1 ((2-phenyl-1H-indol-3-yl)piperidin-3-ylmethanone), [H-].[Al+3].[Li+].[H-].[H-].[H-] (lithium aluminium hydride), solution. Run in O1CCCC1 (tetrahydrofuran), O1CCCC1 (tetrahydrofuran). Run at time 10 minute. Product: C1(=CC=CC=C1)C=1NC2=CC=CC=C2C1CC1CNCCC1 (2-phenyl-3-(piperidin-3-ylmethyl)-1H-indole). Yield: 78.1%. As a reaction SMILES: [C:1]1([C:7]2[NH:8][C:9]3[C:14]([C:15]=2[C:16]([CH:18]2[CH2:23][CH2:22][CH2:21][NH:20][CH2:19]2)=O)=[CH:13][CH:12]=[CH:11][CH:10]=3)[CH:6]=[CH:5][CH:4]=[CH:3][CH:2]=1.[H-].[Al+3].[Li+].[H-].[H-].[H-]>O1CCCC1>[C:1]1([C:7]2[NH:8][C:9]3[C:14]([C:15]=2[CH2:16][CH:18]2[CH2:23][CH2:22][CH2:21][NH:20][CH2:19]2)=[CH:13][CH:12]=[CH:11][CH:10]=3)[CH:2]=[CH:3][CH:4]=[CH:5][CH:6]=1 |f:1.2.3.4.5.6|. Procedure details: To a solution of 7.5 g (24.7 mmol) of (2-phenyl-1H-indol-3-yl)piperidin-3-ylmethanone in anhydrous tetrahydrofuran (100 ml) under an atmosphere of nitrogen was added cautiously over 5 min a solution of lithium aluminium hydride (50 ml of a 1M solution in tetrahydrofuran, 50 mmol) at 0° C. The mixture was heated at reflux for 3 hr, after which it was cooled and quenched by the careful addition of water (2 ml), 4N NaOH (2 ml), and water (6 ml). The mixture was stirred for 10 min then filtered thro...